Dataset: the Open Reaction Database (ORD), a public repository of structured organic reaction records. Task: describe an organic reaction: reactants, conditions, products, and yield The reactants are C(C)(C)(C)OC(=O)N1CCC(CC1)C1CC=2C(=CN=C(C2)Cl)O1 (4-(5-chloro-2,3-dihydro-furo[2,3-c]pyridin-2-yl)-piperidine-1-carboxylic acid tert-butyl ester), CS(=O)(=O)CC1=CC=C(C=C1)B(O)O (4-(methanesulfonylmethyl)phenyl boronic acid), Intermediate 10. The product is C(C)(C)(C)OC(=O)N1CCC(CC1)C1CC=2C(=CN=C(C2)C2=CC=C(C=C2)CS(=O)(=O)C)O1 (4-[5-(4-Methanesulfonylmethyl-phenyl)-2,3-dihydro-furo[2,3-c]pyridin-2-yl]-piperidine-1-carboxylic acid tert-butyl ester). As a reaction SMILES: [C:1]([O:5][C:6]([N:8]1[CH2:13][CH2:12][CH:11]([CH:14]2[O:23][C:17]3=[CH:18][N:19]=[C:20](Cl)[CH:21]=[C:16]3[CH2:15]2)[CH2:10][CH2:9]1)=[O:7])([CH3:4])([CH3:3])[CH3:2].[CH3:24][S:25]([CH2:28][C:29]1[CH:34]=[CH:33][C:32](B(O)O)=[CH:31][CH:30]=1)(=[O:27])=[O:26]>>[C:1]([O:5][C:6]([N:8]1[CH2:13][CH2:12][CH:11]([CH:14]2[O:23][C:17]3=[CH:18][N:19]=[C:20]([C:32]4[CH:31]=[CH:30][C:29]([CH2:28][S:25]([CH3:24])(=[O:27])=[O:26])=[CH:34][CH:33]=4)[CH:21]=[C:16]3[CH2:15]2)[CH2:10][CH2:9]1)=[O:7])([CH3:4])([CH3:3])[CH3:2]. Procedure: The title compound is prepared from 4-(5-chloro-2,3-dihydro-furo[2,3-c]pyridin-2-yl)-piperidine-1-carboxylic acid tert-butyl ester and 4-(methanesulfonylmethyl)phenyl boronic acid following a procedure analogous to that described for Intermediate 10. LC (method 1): tR=1.55 min; Mass spectrum (ESI+): m/z=473 [M+H]+. Reactants: CCOCC, O=c1[nH]c2ccc(Cl)nc2cc1-c1ccccc1, NN, O, O, c1ccncc1. The product is NNc1ccc2[nH]c(=O)c(-c3ccccc3)cc2n1. Reaction SMILES: [CH3:22][CH2:23][O:24][CH2:25][CH3:26].[Cl:1][c:2]1[n:3][c:4]2[cH:5][c:6](-[c:13]3[cH:14][cH:15][cH:16][cH:17][cH:18]3)[c:7](=[O:12])[nH:8][c:9]2[cH:10][cH:11]1.[NH2:20][NH2:21].[OH2:19].[OH2:27].[cH:28]1[cH:29][cH:30][n:31][cH:32][cH:33]1>>[c:2]1([NH:20][NH2:21])[n:3][c:4]2[cH:5][c:6](-[c:13]3[cH:14][cH:15][cH:16][cH:17][cH:18]3)[c:7](=[O:12])[nH:8][c:9]2[cH:10][cH:11]1. The reactants are N#Cc1ncc(C(=O)O)c(NCC2CCC3(CC2)CC3)n1, CN1CCC(Oc2ccc(N)c(-c3ccccc3)c2)CC1, CN(C)C=O, On1nnc2cccnc21. Product: CN1CCC(Oc2ccc(NC(=O)c3cnc(C#N)nc3NCC3CCC4(CC3)CC4)c(-c3ccccc3)c2)CC1. Reaction SMILES: [C:22](#[N:23])[c:24]1[n:25][cH:26][c:27]([C:40](=[O:41])[OH:42])[c:28]([NH:30][CH2:31][CH:32]2[CH2:33][CH2:34][C:35]3([CH2:36][CH2:37]3)[CH2:38][CH2:39]2)[n:29]1.[CH3:1][N:2]1[CH2:3][CH2:4][CH:5]([O:8][c:9]2[cH:10][cH:11][c:12]([NH2:21])[c:13](-[c:15]3[cH:16][cH:17][cH:18][cH:19][cH:20]3)[cH:14]2)[CH2:6][CH2:7]1.[O:53]=[CH:54][N:55]([CH3:56])[CH3:57].[OH:43][n:44]1[c:45]2[n:46][cH:47][cH:48][cH:49][c:50]2[n:51][n:52]1>>[CH3:1][N:2]1[CH2:3][CH2:4][CH:5]([O:8][c:9]2[cH:10][cH:11][c:12]([NH:21][C:40]([c:27]3[cH:26][n:25][c:24]([C:22]#[N:23])[n:29][c:28]3[NH:30][CH2:31][CH:32]3[CH2:33][CH2:34][C:35]4([CH2:36][CH2:37]4)[CH2:38][CH2:39]3)=[O:41])[c:13](-[c:15]3[cH:16][cH:17][cH:18][cH:19][cH:20]3)[cH:14]2)[CH2:6][CH2:7]1. The reactants are ClC=1C=C(C=CC1C=1N(C=C(N1)C(F)(F)F)COCC[Si](C)(C)C)C=1C(=CC(=NC1)OCC(C(=O)O)(C)C)C (3-[(5-{3-chloro-4-[4-(trifluoromethyl)-1-{[2-(trimethylsilyl)ethoxy]methyl}-1H-imidazol-2-yl]phenyl}-4-methylpyridin-2-yl)oxy]-2,2-dimethylpropanoic acid), [OH-].[Na+] (sodium hydroxide). Run in FC(C(=O)O)(F)F (trifluoroacetic acid), O (water). Reaction conditions: time 10 hour. Product: ClC=1C=C(C=CC1C=1NC(=CN1)C(F)(F)F)C=1C(=CC(=NC1)OCC(C(=O)O)(C)C)C (3-[(5-{3-chloro-4-[5-(trifluoromethyl)-1H-imidazol-2-yl]phenyl}-4-methylpyridin-2-yl)oxy]-2,2-dimethylpropanoic acid). The yield is 63.9%. Reaction SMILES: [Cl:1][C:2]1[CH:3]=[C:4]([C:25]2[C:26]([CH3:39])=[CH:27][C:28]([O:31][CH2:32][C:33]([CH3:38])([CH3:37])[C:34]([OH:36])=[O:35])=[N:29][CH:30]=2)[CH:5]=[CH:6][C:7]=1[C:8]1[N:9](COCC[Si](C)(C)C)[CH:10]=[C:11]([C:13]([F:16])([F:15])[F:14])[N:12]=1.[OH-].[Na+]>FC(F)(F)C(O)=O.O>[Cl:1][C:2]1[CH:3]=[C:4]([C:25]2[C:26]([CH3:39])=[CH:27][C:28]([O:31][CH2:32][C:33]([CH3:37])([CH3:38])[C:34]([OH:36])=[O:35])=[N:29][CH:30]=2)[CH:5]=[CH:6][C:7]=1[C:8]1[NH:12][C:11]([C:13]([F:14])([F:16])[F:15])=[CH:10][N:9]=1 |f:1.2|. Procedure: In trifluoroacetic acid (1.0 mL) and water (0.05 mL) was dissolved 3-[(5-{3-chloro-4-[4-(trifluoromethyl)-1-{[2-(trimethylsilyl)ethoxy]methyl}-1H-imidazol-2-yl]phenyl}-4-methylpyridin-2-yl)oxy]-2,2-dimethylpropanoic acid (268 mg), and the solution was stirred at room temperature for 10 hours. The solution was neutralized by adding 2N aqueous sodium hydroxide solution, and extracted with ethyl acetate. The extract was washed with a saturated brine, and the organic layer was separated and concentr... Starting materials: Cl.NO (hydroxylamine hydrochloride), C(=O)(C(F)(F)F)O (TFA), O1CC=C(C2=CC=CC=C12)C1=CC=C(C(=O)N[C@H]2[C@H](C[C@]3(CCCO3)C2)C(=O)[O-])C=C1 ((5R,7S,8R)-8-{[4-(2H-chromen-4-yl)benzoyl]amino}-1-oxaspiro[4.4]nonane-7-carboxylate), ( 34e ). The solvent is CO (methanol), C[O-].[Na+] (sodium methoxide). Run at time 1 hour. The product is C(=O)(C(F)(F)F)O (TFA), O1CC=C(C2=CC=CC=C12)C1=CC=C(C(=O)N[C@H]2[C@H](C[C@]3(CCCO3)C2)C(=O)NO)C=C1 ((5R,7S,8R)-8-{[4-(2H-chromen-4-yl)benzoyl]amino}-N-hydroxy-1-oxaspiro[4.4]nonane-7-carboxamide). Yield: 32.0%. Reaction SMILES: [O:1]1[C:10]2[C:5](=[CH:6][CH:7]=[CH:8][CH:9]=2)[C:4]([C:11]2[CH:31]=[CH:30][C:14]([C:15]([NH:17][C@@H:18]3[CH2:26][C@:21]4([O:25][CH2:24][CH2:23][CH2:22]4)[CH2:20][C@@H:19]3[C:27]([O-:29])=O)=[O:16])=[CH:13][CH:12]=2)=[CH:3][CH2:2]1.[C:32]([OH:38])([C:34]([F:37])([F:36])[F:35])=[O:33].Cl.[NH2:40][OH:41]>CO.C[O-].[Na+]>[C:32]([OH:38])([C:34]([F:37])([F:36])[F:35])=[O:33].[O:1]1[C:10]2[C:5](=[CH:6][CH:7]=[CH:8][CH:9]=2)[C:4]([C:11]2[CH:31]=[CH:30][C:14]([C:15]([NH:17][C@@H:18]3[CH2:26][C@:21]4([O:25][CH2:24][CH2:23][CH2:22]4)[CH2:20][C@@H:19]3[C:27]([NH:40][OH:41])=[O:29])=[O:16])=[CH:13][CH:12]=2)=[CH:3][CH2:2]1 |f:2.3,5.6|. Reported procedure: (5R,7S,8R)-8-{[4-(2H-chromen-4-yl)benzoyl]amino}-1-oxaspiro[4.4]nonane-7-carboxylate from reaction (34e) (0.10 g, 0.23 mmol) was dissolved in a solution of hydroxylamine hydrochloride, methanol and sodium methoxide, (2 mL) under nitrogen atmosphere at room temperature. The reaction was stirred for 1 h, made neutral with TFA, concentrated and purified by HPLC on a C-18 column eluting with an acetonitrile:water:TFA gradient, to give the title compound (0.032 g, 32%) as a white solid. MS found: (M−...